From a dataset of the Open Reaction Database (ORD), a public repository of structured organic reaction records. describe an organic reaction: reactants, conditions, products, and yield Starting materials: C(O)([O-])=O.[Na+] (sodium hydrogencarbonate), C(CCCCCCCCCCCCCCC)OC(=O)OCC(COCCCCCCOC(C1=CC=CC=C1)(C1=CC=CC=C1)C1=CC=CC=C1)=C (3-Hexadecyloxycarbonyloxy-1-[6-(triphenylmethoxy)hexyloxy]-2-methylenepropane), O.C1(=CC=C(C=C1)S(=O)(=O)O)C (4-toluenesulfonic acid monohydrate), O (water). The solvent is C(Cl)Cl (methylene chloride). The product is C(CCCCCCCCCCCCCCC)OC(=O)OCC(COCCCCCCO)=C (3-Hexadecyloxycarbonyloxy-1-(6-hydroxyhexyloxy)-2-methylenepropane). Reaction SMILES: [CH2:1]([O:17][C:18]([O:20][CH2:21][C:22](=[CH2:51])[CH2:23][O:24][CH2:25][CH2:26][CH2:27][CH2:28][CH2:29][CH2:30][O:31]C(C1C=CC=CC=1)(C1C=CC=CC=1)C1C=CC=CC=1)=[O:19])[CH2:2][CH2:3][CH2:4][CH2:5][CH2:6][CH2:7][CH2:8][CH2:9][CH2:10][CH2:11][CH2:12][CH2:13][CH2:14][CH2:15][CH3:16].O.C1(C)C=CC(S(O)(=O)=O)=CC=1.O.C(=O)([O-])O.[Na+]>C(Cl)Cl>[CH2:1]([O:17][C:18]([O:20][CH2:21][C:22](=[CH2:51])[CH2:23][O:24][CH2:25][CH2:26][CH2:27][CH2:28][CH2:29][CH2:30][OH:31])=[O:19])[CH2:2][CH2:3][CH2:4][CH2:5][CH2:6][CH2:7][CH2:8][CH2:9][CH2:10][CH2:11][CH2:12][CH2:13][CH2:14][CH2:15][CH3:16] |f:1.2,4.5|. Procedure: 3-Hexadecyloxycarbonyloxy-1-[6-(triphenylmethoxy)hexyloxy]-2-methylenepropane (from Preparation 50) (1.95 g), 4-toluenesulfonic acid monohydrate (60 mg) and water (0.15 ml) were stirred in methylene chloride (30 ml) for 24 hours at 22° C. The reaction mixture was neutralized with saturated aqueous sodium hydrogencarbonate, dried over magnesium sulfate, filtered and evaporated in vacuo to dryness. Purification was achieved by chromatography on Waters PrepLC®/System 500A using a prepPAK®-500 cartr... Starting materials: ClC1=C2C(=NC=C1)C=C(S2)C(=O)N2C[C@H](CC2)OC ((3S)-(7-chloro-thieno[3,2-b]pyridin-2-yl)-(3-methoxy-pyrrolidin-1-yl)-methanone), ClC1=C(NC2=CC=C(C=C12)N)C (3-chloro-2-methyl-1H-indol-5-ylamine). Product: ClC1=C(NC2=CC=C(C=C12)NC1=C2C(=NC=C1)C=C(S2)C(=O)N2C[C@H](CC2)OC)C ((3S)-[7-(3-Chloro-2-methyl-1H-indol-5-ylamino)-thieno[3,2-b]pyridin-2-yl]-(3-methoxy-pyrrolidin-1-yl)-methanone). Reaction SMILES: Cl[C:2]1[CH:7]=[CH:6][N:5]=[C:4]2[CH:8]=[C:9]([C:11]([N:13]3[CH2:17][CH2:16][C@H:15]([O:18][CH3:19])[CH2:14]3)=[O:12])[S:10][C:3]=12.[Cl:20][C:21]1[C:29]2[C:24](=[CH:25][CH:26]=[C:27]([NH2:30])[CH:28]=2)[NH:23][C:22]=1[CH3:31]>>[Cl:20][C:21]1[C:29]2[C:24](=[CH:25][CH:26]=[C:27]([NH:30][C:2]3[CH:7]=[CH:6][N:5]=[C:4]4[CH:8]=[C:9]([C:11]([N:13]5[CH2:17][CH2:16][C@H:15]([O:18][CH3:19])[CH2:14]5)=[O:12])[S:10][C:3]=34)[CH:28]=2)[NH:23][C:22]=1[CH3:31]. Procedure details: The title compound was prepared from (3S)-(7-chloro-thieno[3,2-b]pyridin-2-yl)-(3-methoxy-pyrrolidin-1-yl)-methanone and 3-chloro-2-methyl-1H-indol-5-ylamine by a procedure analogous to Example 103. MS: 441.2/443.2; 407.2(MH+); HPLC Rf: 4.96 min.; HPLC purity: 98%. Reactants: COC1=CC=C(C=C1)O (p-methoxyphenol), 2,6-tertiary butyl-4-methylphenol, C(C=C)(=O)OCCO (HEA), CC=1C(=CC(=CC1)N=C=O)N=C=O (TDI), polypropylene glycol, C(C)(=O)[O-].C(C)(=O)[O-].C(CCC)[Sn+2]CCCC (dibutyltin diacetate). Conditions: temperature 70 celsius, time 7 hour. Product: C(C=C)(=O)O.NC(=O)OCC (urethane acrylate), oligomer ( A1 ). Reaction SMILES: CC1C(N=C=O)=CC([N:8]=C=O)=CC=1.C([O-])(=O)C.C([O-])(=O)C.C([Sn+2]CCCC)CCC.COC1C=CC(O)=CC=1.[C:40]([O:44][CH2:45][CH2:46]O)(=[O:43])[CH:41]=[CH2:42]>>[C:40]([OH:44])(=[O:43])[CH:41]=[CH2:42].[NH2:8][C:40]([O:44][CH2:45][CH3:46])=[O:43] |f:1.2.3,6.7|. Procedure details: In a flask equipped with a stirring blade, 348 parts (2 mol) of TDI (2,4-tolylene diisocyanate) was charged and 2000 parts (1 mol) of polypropylene glycol (number-average molecular weight of 2000) and 2 parts of dibutyltin diacetate were added while stirring. After heating to 70° C. while paying attention to heat generation, 0.2 parts of p-methoxyphenol and 1 part of 2,6-tertiary butyl-4-methylphenol were added. The reaction was conducted at the same temperature for 7 hours. Then, 232 parts (2 m... Yields the product CN(C1=CC=C(C=C1)S(=O)(=O)N1C=C(C=C1)/C=C/C(=O)NOC1OCCCC1)C ((E)-3-[1-(4-Dimethylamino-benzenesulfonyl)-1H-pyrrol-3-yl]-N-(tetrahydro-pyran-2-yloxy)-acrylamide). Solvent: O (H2O), C(C)N(CC)CC (triethylamine), CN(C)C=O (DMF). The reactants are CN(C1=CC=C(C=C1)S(=O)(=O)N1C=C(C=C1)/C=C/C(=O)O)C ((E)-3-[1-(4-dimethylamino-benzenesulfonyl)-1H-pyrrol-3-yl)-acrylic acid), O1C(CCCC1)ON (O-(tetrahydro-2H-pyran-2-yl)hydroxylamine), CCN=C=NCCCN(C)C.Cl (EDC.HCl), CN(C1=CC=C(C=C1)S(=O)(=O)N1C=C(C=C1)/C=C/C(=O)O)C ((E)-3-[1-(4-dimethylamino-benzenesulfonyl)-1H-pyrrol-3-yl)-acrylic acid), C=1C=CC2=C(C1)N=NN2O (HOBt). As a reaction SMILES: [CH3:1][N:2]([CH3:22])[C:3]1[CH:8]=[CH:7][C:6]([S:9]([N:12]2[CH:16]=[CH:15][C:14](/[CH:17]=[CH:18]/[C:19]([OH:21])=O)=[CH:13]2)(=[O:11])=[O:10])=[CH:5][CH:4]=1.C1C=CC2N(O)N=NC=2C=1.CCN=C=NCCCN(C)C.Cl.[O:45]1[CH2:50][CH2:49][CH2:48][CH2:47][CH:46]1[O:51][NH2:52]>CN(C=O)C.C(N(CC)CC)C.O>[CH3:22][N:2]([CH3:1])[C:3]1[CH:4]=[CH:5][C:6]([S:9]([N:12]2[CH:16]=[CH:15][C:14](/[CH:17]=[CH:18]/[C:19]([NH:52][O:51][CH:46]3[CH2:47][CH2:48][CH2:49][CH2:50][O:45]3)=[O:21])=[CH:13]2)(=[O:10])=[O:11])=[CH:7][CH:8]=1 |f:2.3|. Procedure: Starting materials: (E)-3-[1-(4-dimethylamino-benzenesulfonyl)-1H-pyrrol-3-yl)-acrylic acid (compound B3) (0.150 g), HOBt.H2O (0.072 g), triethylamine (259 μl), DMF (10 ml), EDC.HCl (0.269 g), O-(tetrahydro-2H-pyran-2-yl)hydroxylamine (0.049 g). Reaction conditions: room temperature, 1 hour; room temperature, 17 hours. Starting materials: ice water, OC1=C(OC=CC1=O)C (3-Hydroxy-2-methyl-4-pyrone), C(C1=CC=CC=C1)Br (Benzyl bromide), [H-].[Na+] (sodium hydride). Run in CN(C)C=O (DMF). Reaction conditions: time 30 minute. Product: C(C1=CC=CC=C1)OC1=C(OC=CC1=O)C (3-benzyloxy-2-methyl-4-pyrone). The yield is 97.2%. Reaction SMILES: [OH:1][C:2]1[C:7](=[O:8])[CH:6]=[CH:5][O:4][C:3]=1[CH3:9].[H-].[Na+].[CH2:12](Br)[C:13]1[CH:18]=[CH:17][CH:16]=[CH:15][CH:14]=1>CN(C=O)C>[CH2:12]([O:1][C:2]1[C:7](=[O:8])[CH:6]=[CH:5][O:4][C:3]=1[CH3:9])[C:13]1[CH:18]=[CH:17][CH:16]=[CH:15][CH:14]=1 |f:1.2|. Reported procedure: 3-Hydroxy-2-methyl-4-pyrone (25 g, 0.198 mol) was dissolved in 70 ml of DMF. To the solution was added 8.7 g (0.218 mol) of sodium hydride (60% in mineral oil). The mixture was stirred under ice cooling for 30 min. Benzyl bromide (37.3 g, 0.218 mol) was added dropwise to the reaction solution under ice cooling, and a reaction was allowed to proceed at room temperature overnight. The reaction solution was poured into ice water, followed by extraction with ethyl acetate. The organic layer was wash... Reactants: CNC (dimethylamine), ClC1=NC(=C2NC(=NC2=N1)CCC)C (2-Chloro-6-methyl-8-propylpurine), steel. Run in C(C)O (ethanol). Conditions: temperature 110 celsius. Product: CN(C1=NC(=C2NC(=NC2=N1)CCC)C)C (2-Dimethylamino-6-methyl-8-propylpurine). RXN SMILES: Cl[C:2]1[N:10]=[C:9]2[C:5]([NH:6][C:7]([CH2:11][CH2:12][CH3:13])=[N:8]2)=[C:4]([CH3:14])[N:3]=1.[CH3:15][NH:16][CH3:17]>C(O)C>[CH3:15][N:16]([CH3:17])[C:2]1[N:10]=[C:9]2[C:5]([NH:6][C:7]([CH2:11][CH2:12][CH3:13])=[N:8]2)=[C:4]([CH3:14])[N:3]=1. Procedure: To a solution of 2-Chloro-6-methyl-8-propylpurine (from Step 1 of Example 32) (0.1 g, 0.47 mmol) in ethanol (2 ml) was added condensed dimethylamine (1 ml) at 0° C. The mixture was then placed in a steel-bomb and heated at 110° C. for 7 hours. The reaction was cooled and the mixture was concentrated in vacuo. The residue was partitioned between CHCl3 and water, and the organic was separated and dried over MgSO4. The crude product obtained after removal of the solvent was purified by flash-chroma... Reactants: CC1(C)C2CNCC1CN(Cc1ccccc1)C2, ClCCl, O=S(=O)(Cl)c1cccs1. The product is CC1(C)C2CN(Cc3ccccc3)CC1CN(S(=O)(=O)c1cccs1)C2. As a reaction SMILES: [CH2:10]([c:11]1[cH:12][cH:13][cH:14][cH:15][cH:16]1)[N:17]1[CH2:18][CH:19]2[CH2:20][NH:21][CH2:22][CH:23]([CH2:24]1)[C:25]2([CH3:26])[CH3:27].[Cl:28][CH2:29][Cl:30].[s:1]1[c:2]([S:6](=[O:7])(=[O:8])[Cl:9])[cH:3][cH:4][cH:5]1>>[s:1]1[c:2]([S:6](=[O:7])(=[O:8])[N:21]2[CH2:20][CH:19]3[CH2:18][N:17]([CH2:10][c:11]4[cH:12][cH:13][cH:14][cH:15][cH:16]4)[CH2:24][CH:23]([CH2:22]2)[C:25]3([CH3:26])[CH3:27])[cH:3][cH:4][cH:5]1.